From a dataset of the Open Reaction Database (ORD), a public repository of structured organic reaction records. describe an organic reaction: reactants, conditions, products, and yield The reactants are Cl.ClC1=CC=C(C(=O)N(C)[C@H]2[C@@H](CNCC2)C2=CC(=C(C=C2)Cl)Cl)C=C1 (4-chloro-N-[(3R,4R)-3-(3,4-dichlorophenyl)piperidin-4-yl]-N-methylbenzamide monohydrochloride), C(C)(=O)N1CCC(CC1)C(=O)O (1-acetylpiperidine-4-carboxylic acid), CCN=C=NCCCN(C)C.Cl (WSC.HCl), C=1C=CC2=C(C1)N=NN2O (HOBt). Solvent: O (water), C(C)#N (acetonitrile), C(C)N(CC)CC (triethylamine). Conditions: time 14 hour. Product: C(C)(=O)N1CCC(CC1)C(=O)N1C[C@H]([C@@H](CC1)N(C(C1=CC=C(C=C1)Cl)=O)C)C1=CC(=C(C=C1)Cl)Cl (N-[(3R,4R)-1-[(1-acetylpiperidin-4-yl)carbonyl]-3-(3,4-dichlorophenyl)piperidin-4-yl]-4-chloro-N-methylbenzamide). The yield is 44.5%. Reaction SMILES: Cl.[Cl:2][C:3]1[CH:26]=[CH:25][C:6]([C:7]([N:9]([C@@H:11]2[CH2:16][CH2:15][NH:14][CH2:13][C@H:12]2[C:17]2[CH:22]=[CH:21][C:20]([Cl:23])=[C:19]([Cl:24])[CH:18]=2)[CH3:10])=[O:8])=[CH:5][CH:4]=1.[C:27]([N:30]1[CH2:35][CH2:34][CH:33]([C:36](O)=[O:37])[CH2:32][CH2:31]1)(=[O:29])[CH3:28].CCN=C=NCCCN(C)C.Cl.C1C=CC2N(O)N=NC=2C=1>C(#N)C.O.C(N(CC)CC)C>[C:27]([N:30]1[CH2:31][CH2:32][CH:33]([C:36]([N:14]2[CH2:15][CH2:16][C@@H:11]([N:9]([CH3:10])[C:7](=[O:8])[C:6]3[CH:5]=[CH:4][C:3]([Cl:2])=[CH:26][CH:25]=3)[C@H:12]([C:17]3[CH:22]=[CH:21][C:20]([Cl:23])=[C:19]([Cl:24])[CH:18]=3)[CH2:13]2)=[O:37])[CH2:34][CH2:35]1)(=[O:29])[CH3:28] |f:0.1,3.4|. Reported procedure: To a solution of 4-chloro-N-[(3R,4R)-3-(3,4-dichlorophenyl)piperidin-4-yl]-N-methylbenzamide monohydrochloride (200 mg) obtained in Example 137a, 1-acetylpiperidine-4-carboxylic acid (118 mg) and triethylamine (127 μL) in acetonitrile (5 mL) were added WSC.HCl (176 mg) and HOBt (140 mg), and the mixture was stirred at room temperature for 14 hr. The reaction mixture was poured into water, and the resultant product was extracted with ethyl acetate. The organic layer was washed with saturated aque...